This data is from the Open Reaction Database (ORD), a public repository of structured organic reaction records. The task is: describe an organic reaction: reactants, conditions, products, and yield Product: CC=1N(C=CN1)C=1N=C(C2=C(N1)SC(=C2Cl)C)NCC2=CC=CC=C2 (2-(2-methylimidazol-1-yl)-5-chloro-6-methyl-4-benzylamino-thieno-[2,3-d]-pyrimidine). Reactants: CC=1NC=CN1 (2-methylimidazole), ClC=1N=C(C2=C(N1)SC(=C2Cl)C)NCC2=CC=CC=C2 (2,5-dichloro-6-methyl-4-benzylamino-thieno-[2,3-d]-pyrimidine). Procedure: Following the procedure of Example 97, the reaction of 2-methylimidazole with 2,5-dichloro-6-methyl-4-benzylamino-thieno-[2,3-d]-pyrimidine gives 2-(2-methylimidazol-1-yl)-5-chloro-6-methyl-4-benzylamino-thieno-[2,3-d]-pyrimidine. RXN SMILES: [CH3:1][C:2]1[NH:3][CH:4]=[CH:5][N:6]=1.Cl[C:8]1[N:9]=[C:10]([NH:19][CH2:20][C:21]2[CH:26]=[CH:25][CH:24]=[CH:23][CH:22]=2)[C:11]2[C:16]([Cl:17])=[C:15]([CH3:18])[S:14][C:12]=2[N:13]=1>>[CH3:1][C:2]1[N:3]([C:8]2[N:9]=[C:10]([NH:19][CH2:20][C:21]3[CH:26]=[CH:25][CH:24]=[CH:23][CH:22]=3)[C:11]3[C:16]([Cl:17])=[C:15]([CH3:18])[S:14][C:12]=3[N:13]=2)[CH:4]=[CH:5][N:6]=1. Starting materials: O=C(O)c1cccc(-c2cnc3c(c2)N(Cc2cc(Cl)ccc2C(F)(F)F)CCN3)c1, C1CNC(CN2CCCC2)C1. Product: O=C(c1cccc(-c2cnc3c(c2)N(Cc2cc(Cl)ccc2C(F)(F)F)CCN3)c1)N1CCCC1CN1CCCC1. As a reaction SMILES: [Cl:1][c:2]1[cH:3][cH:4][c:5]([C:28]([F:29])([F:30])[F:31])[c:6]([CH2:7][N:8]2[c:9]3[c:10]([n:14][cH:15][c:16](-[c:18]4[cH:19][c:20]([C:21](=[O:22])[OH:23])[cH:24][cH:25][cH:26]4)[cH:17]3)[NH:11][CH2:12][CH2:13]2)[cH:27]1.[N:32]1([CH2:37][CH:38]2[NH:39][CH2:40][CH2:41][CH2:42]2)[CH2:33][CH2:34][CH2:35][CH2:36]1>>[Cl:1][c:2]1[cH:3][cH:4][c:5]([C:28]([F:29])([F:30])[F:31])[c:6]([CH2:7][N:8]2[c:9]3[c:10]([n:14][cH:15][c:16](-[c:18]4[cH:19][c:20]([C:21](=[O:22])[N:39]5[CH:38]([CH2:37][N:32]6[CH2:33][CH2:34][CH2:35][CH2:36]6)[CH2:42][CH2:41][CH2:40]5)[cH:24][cH:25][cH:26]4)[cH:17]3)[NH:11][CH2:12][CH2:13]2)[cH:27]1. The reactants are BrC=1C=C(CN2C(C3=CC=CC=C3C2=O)=O)C=C(C1)Cl (2-(3-Bromo-5-chlorobenzyl)isoindoline-1,3-dione), O.NN (hydrazine monohydrate). Reaction SMILES: [Br:1][C:2]1[CH:3]=[C:4]([CH:17]=[C:18]([Cl:20])[CH:19]=1)[CH2:5][N:6]1C(=O)C2C(=CC=CC=2)C1=O.O.NN>C(O)C>[Br:1][C:2]1[CH:3]=[C:4]([CH:17]=[C:18]([Cl:20])[CH:19]=1)[CH2:5][NH2:6] |f:1.2|. Procedure: Step G4. A mixture of 2-(3-Bromo-5-chlorobenzyl)isoindoline-1,3-dione (5.1 g, 14.6 mmol) and hydrazine monohydrate (0.8 g, 16 mmol) in ethanol (150 mL) was refluxed for 4 hours. Upon cooling to room temperature, a white solid precipitated. The solid was filtered and washed with ethanol, then dried in vacuum. 1H NMR (DMSO-d6) showed that the white solid is a mixture of 3-bromo-5-chlorobenzylamine and 2,3-dihydrophthalazine-1,4-dione. This material was used in subsequent steps without further puri... Solvent: C(C)O (ethanol). The product is BrC=1C=C(CN)C=C(C1)Cl (3-Bromo-5-chlorobenzylamine). The reactants are [N+](#[C-])CC(=O)OCC (ethyl isocyanoacetate), CC(C)([O-])C.[K+] (potassium t-butoxide), O1CCCC1 (tetrahydrofuran), ClC=1C=CC2=C(C(=NCC(=N2)OP(=O)(N2CCOCC2)N2CCOCC2)C2=C(C=CC=C2)Cl)C1 (7-chloro-5-(2-chlorophenyl)-2-[bis-(morpholino)-phosphinyloxy]-3H-1,4-benzodiazepine). Run in O (water), C(C)(=O)O (acetic acid). Reaction conditions: time 10 minute. Product: ClC=1C=CC2=C(C(=NCC=3N2C=NC3C(=O)OCC)C3=C(C=CC=C3)Cl)C1 (Ethyl 8-Chloro-6-(2-chlorophenyl)-4H-imidazo[1,5-a] [1,4]benzodiazepine-3-carboxylate). RXN SMILES: [N+:1]([CH2:3][C:4]([O:6][CH2:7][CH3:8])=[O:5])#[C-:2].CC(C)([O-])C.[K+].O1CCCC1.[Cl:20][C:21]1[CH:22]=[CH:23][C:24]2[N:30]=[C:29](OP(N3CCOCC3)(N3CCOCC3)=O)[CH2:28][N:27]=[C:26]([C:46]3[CH:51]=[CH:50][CH:49]=[CH:48][C:47]=3[Cl:52])[C:25]=2[CH:53]=1>O.C(O)(=O)C>[Cl:20][C:21]1[CH:22]=[CH:23][C:24]2[N:30]3[CH:2]=[N:1][C:3]([C:4]([O:6][CH2:7][CH3:8])=[O:5])=[C:29]3[CH2:28][N:27]=[C:26]([C:46]3[CH:51]=[CH:50][CH:49]=[CH:48][C:47]=3[Cl:52])[C:25]=2[CH:53]=1 |f:1.2|. Procedure: A mixture of 1.41 g (0.0125 mole) of ethyl isocyanoacetate, 1.4 g (0.0125 mole) of potassium t-butoxide and 125 ml of tetrahydrofuran was stirred at room temperature for 10 minutes. Following the addition of 5.23 g (0.01 mole) of 7-chloro-5-(2-chlorophenyl)-2-[bis-(morpholino)-phosphinyloxy]-3H-1,4-benzodiazepine stirring was continued for 1/2 hr. The reaction mixture was acidified with glacial acetic acid, diluted with 250 ml of water and extracted with three 100 ml portions of methylene chlori...